Dataset: the Open Reaction Database (ORD), a public repository of structured organic reaction records. Task: describe an organic reaction: reactants, conditions, products, and yield The reactants are ClC1=NC(=CC(=C1[N+](=O)[O-])Cl)C1=C(C=CC=C1)F (2,4-dichloro-3 -nitro-6-(2-fluorophenyl)pyridine). Reagents/catalysts: [Pd] (palladium on carbon). Solvent: CO (methanol). Conditions: time 8 hour. Yields the product NC=1C=CC(=NC1)C1=C(C=CC=C1)F (5-amino-2-(2-fluorophenyl)pyridine). RXN SMILES: Cl[C:2]1[C:7]([N+:8]([O-])=O)=[C:6](Cl)[CH:5]=[C:4]([C:12]2[CH:17]=[CH:16][CH:15]=[CH:14][C:13]=2[F:18])[N:3]=1>CO.[Pd]>[NH2:8][C:7]1[CH:6]=[CH:5][C:4]([C:12]2[CH:17]=[CH:16][CH:15]=[CH:14][C:13]=2[F:18])=[N:3][CH:2]=1. Procedure: To a suspension of 2,4-dichloro-3 -nitro-6-(2-fluorophenyl)pyridine (1.6 g, 5.6 mmol) in methanol (100 ml) was added a catalytic amount of 10% palladium on carbon (100 mg). The mixture was hydrogenated at 50 psi for 8 hours then filtered through celite. The methanol was removed under reduced pressure and the residue was extracted with ethyl acetate from an aqueous solution saturated with potasssium carbonate. The extract was washed with brine, dried over sodium sulfate, filtered and concentrated... Yields the product C(C)(C)OC1=CC(=NC(=N1)C1=NC=CC=C1)C=1C=C(C=NC1)C1=CC=C(C=C1)C(=O)N1CCN(CC1)C(C)C ({4-[5-(6-Isopropoxy-2-pyridin-2-yl-pyrimidin-4-yl)-pyridin-3-yl]-phenyl}-(4-isopropyl-piperazin-1-yl)-methanone). As a reaction SMILES: Cl[C:2]1[N:7]=[C:6]([C:8]2[CH:13]=[CH:12][CH:11]=[CH:10][N:9]=2)[N:5]=[C:4]([C:14]2[CH:15]=[C:16]([C:20]3[CH:25]=[CH:24][C:23]([C:26]([N:28]4[CH2:33][CH2:32][N:31]([CH:34]([CH3:36])[CH3:35])[CH2:30][CH2:29]4)=[O:27])=[CH:22][CH:21]=3)[CH:17]=[N:18][CH:19]=2)[CH:3]=1.[CH:37]([OH:40])([CH3:39])[CH3:38]>>[CH:37]([O:40][C:2]1[N:7]=[C:6]([C:8]2[CH:13]=[CH:12][CH:11]=[CH:10][N:9]=2)[N:5]=[C:4]([C:14]2[CH:15]=[C:16]([C:20]3[CH:25]=[CH:24][C:23]([C:26]([N:28]4[CH2:33][CH2:32][N:31]([CH:34]([CH3:36])[CH3:35])[CH2:30][CH2:29]4)=[O:27])=[CH:22][CH:21]=3)[CH:17]=[N:18][CH:19]=2)[CH:3]=1)([CH3:39])[CH3:38]. Procedure: This compound is prepared from {4-[5-(6-chloro-2-pyridin-2-yl-pyrimidin-4-yl)-pyridin-3-yl]-phenyl}-(4-isopropyl-piperazin-1-yl)-methanone (Ex. 1) and isopropanol analogously to Example 2: [M+H]+=523 as a pale yellow solid. The reactants are ClC1=CC(=NC(=N1)C1=NC=CC=C1)C=1C=C(C=NC1)C1=CC=C(C=C1)C(=O)N1CCN(CC1)C(C)C ({4-[5-(6-chloro-2-pyridin-2-yl-pyrimidin-4-yl)-pyridin-3-yl]-phenyl}-(4-isopropyl-piperazin-1-yl)-methanone), C(C)(C)O (isopropanol), 523. The reactants are ClC(C(OC=1C=C(C=CC1)C)OC(C)=O)(Cl)Cl (3-(2,2,2-trichloro-1-acetoxy-ethoxy)-toluene), C(C)(=O)O (acetic acid). The solvent is CCCCCC (hexane). Run at time 1 hour. Product: ClC(=COC=1C=C(C=CC1)C)Cl (3-(2,2-dichlorovinyloxy)-toluene). As a reaction SMILES: [Cl:1][C:2](Cl)([Cl:16])[CH:3](OC(=O)C)[O:4][C:5]1[CH:6]=[C:7]([CH3:11])[CH:8]=[CH:9][CH:10]=1.C(O)(=O)C>CCCCCC>[Cl:1][C:2]([Cl:16])=[CH:3][O:4][C:5]1[CH:6]=[C:7]([CH3:11])[CH:8]=[CH:9][CH:10]=1. Procedure details: 71 g of 3-(2,2,2-trichloro-1-acetoxy-ethoxy)-toluene and 150 ml of acetic acid are stirred in a reaction vessel at 35°-45° C. 37 g of zink dust are added subsequently in the course of 2 to 3 minutes and the resultant reaction mixture is stirred for 1 hour at room temperature. The suspension is then mixed with hexane, filtered and washed. Acetic acid is removed by shaking out the organic phase with 2 N NaOH. After evaporation, 43 g 3-(2,2-dichlorovinyloxy)-toluene are obtained as a colourless oil... Starting materials: C(C)(=O)Cl (acetyl chloride), C(C)(=O)SC=1C=C(C=CC1C1CCCCC1)C(C(=O)OCC)=O (ethyl 3-acetylthio-4-cyclohexylphenylglyoxylate). RXN SMILES: C(Cl)(=O)C.[C:5]([S:8][C:9]1[CH:10]=[C:11]([C:21](=[O:27])[C:22]([O:24][CH2:25][CH3:26])=[O:23])[CH:12]=[CH:13][C:14]=1[CH:15]1[CH2:20][CH2:19][CH2:18][CH2:17][CH2:16]1)(=O)C>>[CH3:5][S:8][C:9]1[CH:10]=[C:11]([C:21](=[O:27])[C:22]([O:24][CH2:25][CH3:26])=[O:23])[CH:12]=[CH:13][C:14]=1[CH:15]1[CH2:20][CH2:19][CH2:18][CH2:17][CH2:16]1. Procedure details: When an equimolar amount of acetyl chloride is used in place of dimethyl sulfate in the above reaction, then the product prepared is ethyl 3-acetylthio-4-cyclohexylphenylglyoxylate. The product is CSC=1C=C(C=CC1C1CCCCC1)C(C(=O)OCC)=O (Ethyl 3-methylthio-4-cyclohexylphenylglyoxylate).